Task: describe an organic reaction: reactants, conditions, products, and yield. Dataset: the Open Reaction Database (ORD), a public repository of structured organic reaction records Starting materials: COC1=CC=C(C=C1)CC(C)=O (1-(4-methoxyphenyl)-2-propanone), C(C)OC(N(C)C)OCC (dimethylformamide diethyl acetal). The product is CN(C=C(C(C)=O)C1=CC=C(C=C1)OC)C (4-Dimethylamino-3-(4-methoxyphenyl)-3-buten-2-one). RXN SMILES: [CH3:1][O:2][C:3]1[CH:8]=[CH:7][C:6]([CH2:9][C:10](=[O:12])[CH3:11])=[CH:5][CH:4]=1.C(O[CH:16](OCC)[N:17]([CH3:19])[CH3:18])C>>[CH3:16][N:17]([CH3:19])[CH:18]=[C:9]([C:6]1[CH:7]=[CH:8][C:3]([O:2][CH3:1])=[CH:4][CH:5]=1)[C:10](=[O:12])[CH3:11]. Reported procedure: A stirred mixture of 1-(4-methoxyphenyl)-2-propanone (8.2 g) and dimethylformamide diethyl acetal (9.5 ml) was heated on an oil bath at 95°-100° C. for 30 minutes. Volatile material was removed under vacuum and the residue was crystallised from ether-petroleum spirit (40°-60° C.) to give the title compound (mp 56°-58° C.). The reactants are FC1=C(C=CC=C1)[N+](=O)[O-] (o-fluoronitrobenzene), S(O)(O)(=O)=O (sulfuric acid), CNNC (dimethylhydrazine), mercuric oxide, [H][H] (hydrogen), ferric chloride, FC1=C(C=CC=C1)NO (o-fluorophenylhydroxylamine), FC1=C(C=CC=C1)N=O (o-fluoronitrosobenzene). Reagents/catalysts: [Pt]=O (platinum oxide). Solvent: C(C)(=O)OCC (ethyl acetate), C(C)O (ethanol), O (water), CS(=O)C (dimethyl sulfoxide), CCOCC (ether), C(C)(=O)OCC (ethyl acetate). Conditions: time 30 minute. Product: CN(N=[N+](C1=C(C=CC=C1)F)[O-])C (3,3-dimethyl-1-(o-fluorophenyl)triazene-1-oxide). RXN SMILES: [F:1][C:2]1[CH:7]=[CH:6][CH:5]=[CH:4][C:3]=1[N+:8]([O-:10])=O.[H][H].F[C:14]1C=CC=CC=1NO.S(=O)(=O)(O)O.FC1C=CC=CC=1N=O.C[NH:37][NH:38][CH3:39]>[Pt]=O.C(OCC)(=O)C.CCOCC.O.CS(C)=O.C(O)C>[CH3:14][N:38]([CH3:39])[N:37]=[N+:8]([O-:10])[C:3]1[CH:4]=[CH:5][CH:6]=[CH:7][C:2]=1[F:1]. Reported procedure: A solution of 14.1 g. of o-fluoronitrobenzene in 175 ml. of ethanol and 25 ml. of dimethyl sulfoxide was hydrogenated using 350 mg. of platinum oxide until two equivalents of hydrogen were taken up. The solution of o-fluorophenylhydroxylamine was poured into a solution of 32.5 g. of ferric chloride in 500 ml. of water containing 18 ml. of sulfuric acid at 0°C. After being stirred for 30 minutes, the mixture was shaken with ether and the water was separated. The etheral solution was dried and con... Reactants: [BH4-], CCO, CS(=O)(=O)c1ccc2c(c1)ncn2C1CCN(CCC(=O)c2ccccc2)CC1, [Na+]. Product: CS(=O)(=O)c1ccc2c(c1)ncn2C1CCN(CCC(O)c2ccccc2)CC1. RXN SMILES: [BH4-:1].[CH3:32][CH2:33][OH:34].[CH3:3][S:4](=[O:5])(=[O:6])[c:7]1[cH:8][c:9]2[c:10]([n:11]([CH:14]3[CH2:15][CH2:16][N:17]([CH2:20][CH2:21][C:22](=[O:23])[c:24]4[cH:25][cH:26][cH:27][cH:28][cH:29]4)[CH2:18][CH2:19]3)[cH:12][n:13]2)[cH:30][cH:31]1.[Na+:2]>>[CH3:3][S:4](=[O:5])(=[O:6])[c:7]1[cH:8][c:9]2[c:10]([n:11]([CH:14]3[CH2:15][CH2:16][N:17]([CH2:20][CH2:21][CH:22]([OH:23])[c:24]4[cH:25][cH:26][cH:27][cH:28][cH:29]4)[CH2:18][CH2:19]3)[cH:12][n:13]2)[cH:30][cH:31]1. The reactants are Cl (hydrochloric acid), C(C)C1=C2C(=C(C=C(C2=CC=C1)/C(=C/C(=O)OCC)/C)OC)OCOC (ethyl (E)-3-(5-ethyl-3-methoxy-4-methoxymethoxy-1-naphthyl)-2-butenoate), [OH-].[K+] (potassium hydroxide), O (water). Run in C(C)O (ethanol), O1CCCC1 (tetrahydrofuran). Product: C(C)C1=C2C(=C(C=C(C2=CC=C1)/C(=C/C(=O)O)/C)OC)OCOC ((E)-3-(5-ethyl-3-methoxy-4-methoxymethoxy-1-naphthyl)-2-butenoic acid). Isolated yield 64.6%. As a reaction SMILES: [CH2:1]([C:3]1[CH:12]=[CH:11][CH:10]=[C:9]2[C:4]=1[C:5]([O:23][CH2:24][O:25][CH3:26])=[C:6]([O:21][CH3:22])[CH:7]=[C:8]2/[C:13](/[CH3:20])=[CH:14]/[C:15]([O:17]CC)=[O:16])[CH3:2].[OH-].[K+].O.Cl>C(O)C.O1CCCC1>[CH2:1]([C:3]1[CH:12]=[CH:11][CH:10]=[C:9]2[C:4]=1[C:5]([O:23][CH2:24][O:25][CH3:26])=[C:6]([O:21][CH3:22])[CH:7]=[C:8]2/[C:13](/[CH3:20])=[CH:14]/[C:15]([OH:17])=[O:16])[CH3:2] |f:1.2|. Procedure details: 470 mg of ethyl (E)-3-(5-ethyl-3-methoxy-4-methoxymethoxy-1-naphthyl)-2-butenoate was dissolved in 5 ml of ethanol and 5 ml of tetrahydrofuran, to which 350 mg of potassium hydroxide and 2 ml of water were added, followed by refluxing for 1 hour. The reaction mixture was neutralized with 1N hydrochloric acid and extracted with ethyl acetate. The organic layer was washed with water, dried over anhydrous magnesium sulfate, and evaporated to obtain 280 mg of the titled compound as pale yellow cryst... The reactants are NO (aminoalcohol), C(C)(=O)OC(C)=O (acetic anhydride), CC(C=O)(CC=C)C (2,2-dimethyl4-pentenal), C(C)[Zn]CC (diethylzinc). Solvent: CCCCCC (hexane), C1(=CC=CC=C1)C (toluene), CCOCC (ether). Reaction conditions: time 3 day. Yields the product C(C)(=O)OC(C=C)C(CCC)(C)C ((+)-3-acetoxy-4,4-dimethylhept-1-ene). Yield: 78.0%. As a reaction SMILES: NO.[CH3:3][C:4]([CH3:10])([CH2:7][CH:8]=[CH2:9])[CH:5]=[O:6].C([Zn][CH2:14][CH3:15])C.[C:16](OC(=O)C)(=[O:18])[CH3:17]>CCCCCC.CCOCC.C1(C)C=CC=CC=1>[C:16]([O:6][CH:5]([C:4]([CH3:10])([CH3:3])[CH2:7][CH2:8][CH3:9])[CH:14]=[CH2:15])(=[O:18])[CH3:17]. Procedure: To a vial containing aminoalcohol 1 (0.05 g, 0.17 mmol) prepared as in Example 1 was added a solution containing 2,2-dimethyl4-pentenal (0.34 g, 90% pure, 2.7 mmol), toluene (3.0 mL), and 1 M diethylzinc in hexane (6.0 mL). After 3 days at room temperature, acetic anhydride (1.2 mL, 13 mmol) was added. After 2 additional days, the mixture was diluted in ether (50 mL) and the reaction was quenched by dropwise addition of half-saturated aqueous ammonium chloride (50 mL). The ether layer was separa...